Dataset: the Open Reaction Database (ORD), a public repository of structured organic reaction records. Task: describe an organic reaction: reactants, conditions, products, and yield The reactants are Cc1ccc(S(=O)(=O)n2cnc(CCN(Cc3ncc(C)cc3C)Cc3ncccc3C(C)C)c2)cc1, CO, On1nnc2ccccc21. Product: Cc1cnc(CN(CCc2c[nH]cn2)Cc2ncccc2C(C)C)c(C)c1. RXN SMILES: [CH3:1][c:2]1[c:3]([CH2:9][N:10]([CH2:11][CH2:12][c:13]2[n:14][cH:15][n:16]([S:18]([c:19]3[cH:20][cH:21][c:22]([CH3:23])[cH:24][cH:25]3)(=[O:26])=[O:27])[cH:17]2)[CH2:28][c:29]2[n:30][cH:31][cH:32][cH:33][c:34]2[CH:35]([CH3:36])[CH3:37])[n:4][cH:5][c:6]([CH3:8])[cH:7]1.[CH3:48][OH:49].[OH:38][n:39]1[c:40]2[c:41]([cH:42][cH:43][cH:44][cH:45]2)[n:46][n:47]1>>[CH3:1][c:2]1[c:3]([CH2:9][N:10]([CH2:11][CH2:12][c:13]2[n:14][cH:15][nH:16][cH:17]2)[CH2:28][c:29]2[n:30][cH:31][cH:32][cH:33][c:34]2[CH:35]([CH3:36])[CH3:37])[n:4][cH:5][c:6]([CH3:8])[cH:7]1. Starting materials: CCOC(=O)c1cc(Nc2ncc(-c3ccc(OC)cc3)cn2)cnc1C, C1CCOC1, CO, [Li+], [OH-], O. Yields the product COc1ccc(-c2cnc(Nc3cnc(C)c(C(=O)O)c3)nc2)cc1. As a reaction SMILES: [CH2:1]([CH3:2])[O:3][C:4]([c:5]1[c:6]([CH3:26])[n:7][cH:8][c:9]([NH:11][c:12]2[n:13][cH:14][c:15](-[c:18]3[cH:19][cH:20][c:21]([O:24][CH3:25])[cH:22][cH:23]3)[cH:16][n:17]2)[cH:10]1)=[O:27].[CH2:33]1[O:34][CH2:35][CH2:36][CH2:37]1.[CH3:28][OH:29].[Li+:32].[OH-:31].[OH2:30]>>[O:3]=[C:4]([c:5]1[c:6]([CH3:26])[n:7][cH:8][c:9]([NH:11][c:12]2[n:13][cH:14][c:15](-[c:18]3[cH:19][cH:20][c:21]([O:24][CH3:25])[cH:22][cH:23]3)[cH:16][n:17]2)[cH:10]1)[OH:27]. Reactants: O=C(O)c1cc(C(F)(F)F)ccc1Cl, [K+], O=[N+]([O-])[O-], O=S(=O)(O)O. The product is O=C(O)c1cc(C(F)(F)F)cc([N+](=O)[O-])c1Cl. Reaction SMILES: [Cl:1][c:2]1[c:3]([C:4](=[O:5])[OH:6])[cH:7][c:8]([C:11]([F:12])([F:13])[F:14])[cH:9][cH:10]1.[K+:15].[O-:16][N+:17]([O-:18])=[O:19].[S:20](=[O:21])(=[O:22])([OH:23])[OH:24]>>[Cl:1][c:2]1[c:3]([C:4](=[O:5])[OH:6])[cH:7][c:8]([C:11]([F:12])([F:13])[F:14])[cH:9][c:10]1[N+:17](=[O:16])[O-:18]. Starting materials: CCCO, CCOC(C)=O, CO, Cl, Nc1ncnc2c1c(-c1ccc(Oc3ccccc3)cc1)cn2C1COC(c2ccccc2)OC1. The product is Nc1ncnc2c1c(-c1ccc(Oc3ccccc3)cc1)cn2C(CO)CO. RXN SMILES: [CH3:37][CH2:38][CH2:39][OH:40].[CH3:41][CH2:42][O:43][C:44](=[O:45])[CH3:46].[CH3:47][OH:48].[ClH:1].[O:2]([c:3]1[cH:4][cH:5][cH:6][cH:7][cH:8]1)[c:9]1[cH:10][cH:11][c:12](-[c:15]2[cH:16][n:17]([CH:25]3[CH2:26][O:27][CH:28]([c:31]4[cH:32][cH:33][cH:34][cH:35][cH:36]4)[O:29][CH2:30]3)[c:18]3[n:19][cH:20][n:21][c:22]([NH2:24])[c:23]23)[cH:13][cH:14]1>>[O:2]([c:3]1[cH:4][cH:5][cH:6][cH:7][cH:8]1)[c:9]1[cH:10][cH:11][c:12](-[c:15]2[cH:16][n:17]([CH:25]([CH2:26][OH:27])[CH2:30][OH:29])[c:18]3[n:19][cH:20][n:21][c:22]([NH2:24])[c:23]23)[cH:13][cH:14]1. Reactants: CC1=CC=C(C=C1)S(=O)(=O)N1C=CC2=CC=C(C=C12)C(=O)OC (methyl 1-(4-methylphenylsulfonyl)indole-6-carboxylate), [H-].[Al+3].[Li+].[H-].[H-].[H-] (lithium aluminum hydride). Solvent: O1CCCC1 (tetrahydrofuran), O1CCCC1 (tetrahydrofuran). Conditions: time 15 minute. Product: OCC1=CC=C2C=CN(C2=C1)S(=O)(=O)C1=CC=C(C=C1)C (6-hydroxymethyl-1-(4-methylphenylsulfonyl)indole). Isolated yield 83.9%. As a reaction SMILES: [CH3:1][C:2]1[CH:7]=[CH:6][C:5]([S:8]([N:11]2[C:19]3[C:14](=[CH:15][CH:16]=[C:17]([C:20](OC)=[O:21])[CH:18]=3)[CH:13]=[CH:12]2)(=[O:10])=[O:9])=[CH:4][CH:3]=1.[H-].[Al+3].[Li+].[H-].[H-].[H-]>O1CCCC1>[OH:21][CH2:20][C:17]1[CH:18]=[C:19]2[C:14]([CH:13]=[CH:12][N:11]2[S:8]([C:5]2[CH:4]=[CH:3][C:2]([CH3:1])=[CH:7][CH:6]=2)(=[O:10])=[O:9])=[CH:15][CH:16]=1 |f:1.2.3.4.5.6|. Reported procedure: A solution of methyl 1-(4-methylphenylsulfonyl)indole-6-carboxylate (28.0 g) in tetrahydrofuran (250 ml) was added dropwise to a slurry of lithium aluminum hydride (4.5 g) in tetrahydrofuran (300 ml) at 0°. After stirring at 0° for 15 minutes, the excess lithium aluminum hydride was quenched with a saturated solution of sodium sulfate and the resultant white precipitate was removed by filtration. The filtrate was dried (MgSO4) and evaporated to give 6-hydroxymethyl-1-(4-methylphenylsulfonyl)indo...